From a dataset of the Open Reaction Database (ORD), a public repository of structured organic reaction records. describe an organic reaction: reactants, conditions, products, and yield Product: N1=CC(=CC=C1)CCC=O (3-(pyridin-3-yl)propanal). Solvent: ClCCl (dichloromethane). Run at time 3 hour. Reaction SMILES: [N:1]1[CH:6]=[CH:5][CH:4]=[C:3]([CH2:7][CH2:8][CH2:9][OH:10])[CH:2]=1.CC(OI1(OC(C)=O)(OC(C)=O)OC(=O)C2C=CC=CC1=2)=O>ClCCl>[N:1]1[CH:6]=[CH:5][CH:4]=[C:3]([CH2:7][CH2:8][CH:9]=[O:10])[CH:2]=1. Procedure details: 3-Pyridinepropanol (300 mg, 2.2 mmol) was dissolved in dichloromethane (5 mL). To this, the Dess-Martin reagent (1.0 g) was added with cooling in an ice bath and the mixture was stirred at the same temperature for 2 hours and successively at room temperature for 3 hours. The solvent in the reaction mixture was evaporated off under reduced pressure, and the residue was purified by silica gel column chromatography (chloroform/methanol=1/0 to 10/1) to give 3-(pyridin-3-yl)propanal (180 mg, yield: 6... Yield: 60.5%. The reactants are N1=CC(=CC=C1)CCCO (3-Pyridinepropanol), CC(=O)OI1(C=2C=CC=CC2C(=O)O1)(OC(=O)C)OC(=O)C (Dess-Martin reagent). The reactants are CC#N, Cc1c(C=O)c2c(c(C)c1NC(=O)CC(C)(C)C)C(c1ccc(C(C)C)cc1)CO2, [O-][Cl+][O-], Cl, [Na+], [Na+], [Na+], O, O=P([O-])(O)O, OO, O=S([O-])O. The product is Cc1c(NC(=O)CC(C)(C)C)c(C)c2c(c1C(=O)O)OCC2c1ccc(C(C)C)cc1. Reaction SMILES: [CH3:49][C:50]#[N:51].[CH:1](=[O:2])[c:3]1[c:4]([CH3:30])[c:5]([NH:22][C:23]([CH2:24][C:25]([CH3:26])([CH3:27])[CH3:28])=[O:29])[c:6]([CH3:21])[c:7]2[c:11]1[O:10][CH2:9][CH:8]2[c:12]1[cH:13][cH:14][c:15]([CH:18]([CH3:19])[CH3:20])[cH:16][cH:17]1.[Cl+:39]([O-:40])[O-:41].[ClH:48].[Na+:31].[Na+:42].[Na+:43].[OH2:52].[OH:32][P:33](=[O:34])([O-:35])[OH:36].[OH:37][OH:38].[OH:44][S:45](=[O:46])[O-:47]>>[C:1](=[O:2])([c:3]1[c:4]([CH3:30])[c:5]([NH:22][C:23]([CH2:24][C:25]([CH3:26])([CH3:27])[CH3:28])=[O:29])[c:6]([CH3:21])[c:7]2[c:11]1[O:10][CH2:9][CH:8]2[c:12]1[cH:13][cH:14][c:15]([CH:18]([CH3:19])[CH3:20])[cH:16][cH:17]1)[OH:32]. Reactants: COC1CCC(N2CCC(Cc3c(Cl)cc(OCc4ccccc4)cc3Cl)C2=O)CC1, CCOC(C)=O, [H][H], [OH-], [OH-], [Pd+2]. Product: COC1CCC(N2CCC(Cc3c(Cl)cc(O)cc3Cl)C2=O)CC1. RXN SMILES: [CH2:1]([c:2]1[cH:3][cH:4][cH:5][cH:6][cH:7]1)[O:8][c:9]1[cH:10][c:11]([Cl:31])[c:12]([CH2:13][CH:14]2[C:15](=[O:27])[N:16]([CH:19]3[CH2:20][CH2:21][CH:22]([O:25][CH3:26])[CH2:23][CH2:24]3)[CH2:17][CH2:18]2)[c:28]([Cl:30])[cH:29]1.[CH3:34][CH2:35][O:36][C:37](=[O:38])[CH3:39].[H:32][H:33].[OH-:40].[OH-:42].[Pd+2:41]>>[OH:8][c:9]1[cH:10][c:11]([Cl:31])[c:12]([CH2:13][CH:14]2[C:15](=[O:27])[N:16]([CH:19]3[CH2:20][CH2:21][CH:22]([O:25][CH3:26])[CH2:23][CH2:24]3)[CH2:17][CH2:18]2)[c:28]([Cl:30])[cH:29]1. The reactants are ClCC1=NC(=CC=C1)OC1=CC(=NC=C1)Cl (2-(chloromethyl)-6-[(2-chloro-4-pyridyl)oxy]pyridine), FC1=CC=C(C=C1)O (4-fluorophenol), C([O-])([O-])=O.[K+].[K+] (potassium carbonate). Solvent: CN(C=O)C (N,N-dimethylformamide), CCCCCC.C(C)(=O)OCC (hexane ethyl acetate), CCCCCC.C(C)(=O)OCC (hexane ethyl acetate). Product: ClC1=NC=CC(=C1)OC1=NC(=CC=C1)COC1=CC=C(C=C1)F (2-[(2-Chloro-4-pyridyl)oxy]-6-[(p-fluorophenoxy)methyl]pyridine). The yield is 69.8%. Reaction SMILES: Cl[CH2:2][C:3]1[CH:8]=[CH:7][CH:6]=[C:5]([O:9][C:10]2[CH:15]=[CH:14][N:13]=[C:12]([Cl:16])[CH:11]=2)[N:4]=1.[F:17][C:18]1[CH:23]=[CH:22][C:21]([OH:24])=[CH:20][CH:19]=1.C(=O)([O-])[O-].[K+].[K+]>CN(C)C=O.CCCCCC.C(OCC)(=O)C>[Cl:16][C:12]1[CH:11]=[C:10]([O:9][C:5]2[CH:6]=[CH:7][CH:8]=[C:3]([CH2:2][O:24][C:21]3[CH:22]=[CH:23][C:18]([F:17])=[CH:19][CH:20]=3)[N:4]=2)[CH:15]=[CH:14][N:13]=1 |f:2.3.4,6.7|. Procedure details: A mixture of 2-(chloromethyl)-6-[(2-chloro-4-pyridyl)oxy]pyridine (1.66 g, 6.5 mmol), 4-fluorophenol (0.89 g, 8 mmol), and potassium carbonate (1.1 g, 8 mmol) in N,N-dimethylformamide (5 mL) is refluxed for 90 minutes, cooled, and diluted with a 1:1 hexane/ethyl acetate solution (100 mL). The organic mixture is then filtered through a layer of silica gel using a 1:1 hexane/ethyl acetate solution as eluent. The resultant solution is concentrated in vacuo to obtain an oil. Flash column chromatogra...